Dataset: the Open Reaction Database (ORD), a public repository of structured organic reaction records. Task: describe an organic reaction: reactants, conditions, products, and yield Starting materials: C(C)O (ethanol), ClC1=NC=CN=C1Cl (2,3-dichloropyrazine), Cl.C(C)OC(CN)=O (glycine ethyl ester hydrochloride). Solvent: C(C)N(CC)CC (triethylamine). Yields the product ClC=1C(=NC=CN1)NCC(=O)OCC (ethyl 2-(3-chloropyrazine-2-ylamino)acetate). Isolated yield 14.6%. As a reaction SMILES: C(O)C.Cl[C:5]1[C:10]([Cl:11])=[N:9][CH:8]=[CH:7][N:6]=1.Cl.[CH2:13]([O:15][C:16](=[O:19])[CH2:17][NH2:18])[CH3:14]>C(N(CC)CC)C>[Cl:11][C:10]1[C:5]([NH:18][CH2:17][C:16]([O:15][CH2:13][CH3:14])=[O:19])=[N:6][CH:7]=[CH:8][N:9]=1 |f:2.3|. Procedure: To an ethanol solution (10 mL) of 2,3-dichloropyrazine (1.0 g), glycine ethyl ester hydrochloride (940 mg) and triethylamine (1.9 mL) were added and the mixture was irradiated with microwave (150° C., 10 min). The reaction mixture was concentrated under reduced pressure. To the resulting residue, a saturated aqueous sodium bicarbonate solution was added and the product was extracted with chloroform. The organic layer was dried over sodium sulfate and concentrated under reduced pressure. The resu... Starting materials: COC(=O)C1=CC(=C(C=C1)C1=CC=C(C=C1)C(=O)C1C2(CCN(C1)C)COC1=CC=3CCNC3C=C12)C (5'(4'-methoxycarbonyl-2'-methylbiphenyl-4-carbonyl)-1'-methyl-2,3,6,7-tetrahydrospiro[furo[2,3-f]indole-3,4'-piperidine]), O.NN (hydrazine monohydrate), O (water). Run in CO (methanol). Yields the product N(N)C(=O)C1=CC(=C(C=C1)C1=CC=C(C=C1)C(=O)C1C2(CCN(C1)C)COC1=CC=3CCNC3C=C12)C (5'-(4'-Hydrazinocarbonyl-2'-methylbiphenyl-4-carbonyl)-1'-methyl-2,3,6,7-tetrahydrospiro[furo[2,3-f]indole-3,4'-piperidine]). As a reaction SMILES: C[O:2][C:3]([C:5]1[CH:10]=[CH:9][C:8]([C:11]2[CH:16]=[CH:15][C:14]([C:17]([CH:19]3[CH2:24][N:23]([CH3:25])[CH2:22][CH2:21][C:20]43[C:36]3[C:28](=[CH:29][C:30]5[CH2:31][CH2:32][NH:33][C:34]=5[CH:35]=3)[O:27][CH2:26]4)=[O:18])=[CH:13][CH:12]=2)=[C:7]([CH3:37])[CH:6]=1)=O.O.[NH2:39][NH2:40].O>CO>[NH:39]([C:3]([C:5]1[CH:10]=[CH:9][C:8]([C:11]2[CH:16]=[CH:15][C:14]([C:17]([CH:19]3[CH2:24][N:23]([CH3:25])[CH2:22][CH2:21][C:20]43[C:36]3[C:28](=[CH:29][C:30]5[CH2:31][CH2:32][NH:33][C:34]=5[CH:35]=3)[O:27][CH2:26]4)=[O:18])=[CH:13][CH:12]=2)=[C:7]([CH3:37])[CH:6]=1)=[O:2])[NH2:40] |f:1.2|. Procedure: A solution of 5'(4'-methoxycarbonyl-2'-methylbiphenyl-4-carbonyl)-1'-methyl-2,3,6,7-tetrahydrospiro[furo[2,3-f]indole-3,4'-piperidine] (E22, 0.75 g, 1.5 mmole) in methanol (25 ml) was treated with hydrazine monohydrate (1.05 ml) and heated under reflux for 18 h. The reaction mixture was allowed to cool, then poured into water (50 ml) and the solid which precipitated out was filtered off and dried (0.61 g, 81%). A 50 mg portion was purified by preparative TLC on silica gel eluting with 20% methan... Starting materials: CC(=O)O, C1CCNCC1, Cc1ccc(S(=O)(=O)NC(Cc2cn(C3CCCc4cc(C=O)ccc43)nn2)C(=O)O)cc1. The product is Cc1ccc(S(=O)(=O)NC(Cc2cn(C3CCCc4cc(CN5CCCCC5)ccc43)nn2)C(=O)O)cc1. As a reaction SMILES: [C:34]([OH:35])(=[O:36])[CH3:37].[CH2:38]1[CH2:39][CH2:40][NH:41][CH2:42][CH2:43]1.[CH:1](=[O:2])[c:3]1[cH:4][c:5]2[c:10]([cH:11][cH:12]1)[CH:9]([n:13]1[n:14][n:15][c:16]([CH2:18][CH:19]([C:20](=[O:21])[OH:22])[NH:23][S:24](=[O:25])(=[O:26])[c:27]3[cH:28][cH:29][c:30]([CH3:33])[cH:31][cH:32]3)[cH:17]1)[CH2:8][CH2:7][CH2:6]2>>[CH2:1]([c:3]1[cH:4][c:5]2[c:10]([cH:11][cH:12]1)[CH:9]([n:13]1[n:14][n:15][c:16]([CH2:18][CH:19]([C:20](=[O:21])[OH:22])[NH:23][S:24](=[O:25])(=[O:26])[c:27]3[cH:28][cH:29][c:30]([CH3:33])[cH:31][cH:32]3)[cH:17]1)[CH2:8][CH2:7][CH2:6]2)[N:41]1[CH2:40][CH2:39][CH2:38][CH2:43][CH2:42]1. Starting materials: OC(C[C@@]1(CCN(C(O1)=O)[C@@H](C)C1=CC=C(C=C1)B1OC(C(O1)(C)C)(C)C)C1=CC=CC=C1)(C)C ((S)-6-(2-hydroxy-2-methylpropyl)-6-phenyl-3-((S)-1-(4-(4,4,5,5-tetramethyl-1,3,2-dioxaborolan-2-yl)phenyl)ethyl)-1,3-oxazinan-2-one), BrC=1C=C(C(N(C1)CC)=O)C (5-bromo-1-ethyl-3-methylpyridin-2(1H)-one). Product: C(C)N1C=C(C=C(C1=O)C)C1=CC=C(C=C1)[C@H](C)N1C(O[C@](CC1)(C1=CC=CC=C1)CC(C)(C)O)=O ((S)-3-((S)-1-(4-(1-ethyl-5-methyl-6-oxo-1,6-dihydropyridin-3-yl)phenyl)ethyl)-6-(2-hydroxy-2-methylpropyl)-6-phenyl-1,3-oxazinan-2-one). As a reaction SMILES: [OH:1][C:2]([CH3:35])([CH3:34])[CH2:3][C@@:4]1([C:28]2[CH:33]=[CH:32][CH:31]=[CH:30][CH:29]=2)[O:9][C:8](=[O:10])[N:7]([C@H:11]([C:13]2[CH:18]=[CH:17][C:16](B3OC(C)(C)C(C)(C)O3)=[CH:15][CH:14]=2)[CH3:12])[CH2:6][CH2:5]1.Br[C:37]1[CH:38]=[C:39]([CH3:46])[C:40](=[O:45])[N:41]([CH2:43][CH3:44])[CH:42]=1>>[CH2:43]([N:41]1[C:40](=[O:45])[C:39]([CH3:46])=[CH:38][C:37]([C:16]2[CH:15]=[CH:14][C:13]([C@@H:11]([N:7]3[CH2:6][CH2:5][C@:4]([CH2:3][C:2]([OH:1])([CH3:34])[CH3:35])([C:28]4[CH:33]=[CH:32][CH:31]=[CH:30][CH:29]=4)[O:9][C:8]3=[O:10])[CH3:12])=[CH:18][CH:17]=2)=[CH:42]1)[CH3:44]. Procedure: The title compound was prepared from (S)-6-(2-hydroxy-2-methylpropyl)-6-phenyl-3-((S)-1-(4-(4,4,5,5-tetramethyl-1,3,2-dioxaborolan-2-yl)phenyl)ethyl)-1,3-oxazinan-2-one and 5-bromo-1-ethyl-3-methylpyridin-2(1H)-one following a procedure analogous to that described in Example 6 Step 1. LC-MS Method 2 tR=1.314 min, m/z=489; 1H NMR (CDCl3) 1.09 (s, 3H), 1.15 (s, 3H), 1.35 (t, 3H), 1.50 (d, 3H), 2.15-2.25 (m, 7H), 2.35 (m, 1H), 2.86 (m, 1H), 4.03 (m, 2H), 5.66 (q, 1H), 6.96 (d, 2H), 7.13 (d, 2H), 7.... Starting materials: COC1=CC=C(C=C1)N=C=O (4-methoxyphenylisocyanate), N1C=C(C2=CC=CC=C12)CN[C@@H](CC(=O)OCC1=CC=CC=C1)C=1NC=C(N1)C1=CC=CC=C1 (benzyl (3S)-3-[(1H-indol-3-ylmethyl)amino]-3-(4-phenyl-1H-imidazol-2-yl)propanoate). The solvent is C1CCOC1 (THF), C1CCOC1 (THF). Run at temperature 20 celsius, time 5 hour. The product is N1C=C(C2=CC=CC=C12)CN1C(N(C(C[C@H]1C=1NC=C(N1)C1=CC=CC=C1)=O)C1=CC=C(C=C1)OC)=O ((6S)-1-(1H-indol-3-ylmethyl)-3-(4-methoxyphenyl)-6-(4-phenyl-1H-imidazol-2-yl)dihydro-2.4(1H, 3H)-pyrimidinedione). As a reaction SMILES: [CH3:1][O:2][C:3]1[CH:8]=[CH:7][C:6]([N:9]=[C:10]=[O:11])=[CH:5][CH:4]=1.[NH:12]1[C:20]2[C:15](=[CH:16][CH:17]=[CH:18][CH:19]=2)[C:14]([CH2:21][NH:22][C@H:23]([C:35]2[NH:36][CH:37]=[C:38]([C:40]3[CH:45]=[CH:44][CH:43]=[CH:42][CH:41]=3)[N:39]=2)[CH2:24][C:25](OCC2C=CC=CC=2)=[O:26])=[CH:13]1>C1COCC1>[NH:12]1[C:20]2[C:15](=[CH:16][CH:17]=[CH:18][CH:19]=2)[C:14]([CH2:21][N:22]2[C@H:23]([C:35]3[NH:36][CH:37]=[C:38]([C:40]4[CH:41]=[CH:42][CH:43]=[CH:44][CH:45]=4)[N:39]=3)[CH2:24][C:25](=[O:26])[N:9]([C:6]3[CH:5]=[CH:4][C:3]([O:2][CH3:1])=[CH:8][CH:7]=3)[C:10]2=[O:11])=[CH:13]1. Reported procedure: 4-methoxyphenylisocyanate (40 μl, 1.2 eq.) is added to a solution of benzyl (3S)-3-[(1H-indol-3-ylmethyl)amino]-3-(4-phenyl-1H-imidazol-2-yl)propanoate (100 mg, 1 eq.) in THF (2 ml). The mixture is stirred for 5 hours at a temperature of approximately 20° C. then diluted with 2 ml of THF. An aminomethylpolystyrene resin (acquired from Novabiochem, load 3.2 mmol/g, 138 mg, 2 eq.) is added. The mixture is stirred for 3 hours at a temperature of approximately 20° C. then filtered on frit. The filtr... Starting materials: CS(=O)(=O)c1cc([N+](=O)[O-])cc([N+](=O)[O-])c1, CO, Cc1ccccc1, [Na], O, S. The product is CS(=O)(=O)c1cc(N)cc([N+](=O)[O-])c1. Reaction SMILES: [CH3:1][S:2](=[O:3])(=[O:4])[c:5]1[cH:6][c:7]([N+:14](=[O:15])[O-:16])[cH:8][c:9]([N+:11]([O-:12])=[O:13])[cH:10]1.[CH3:20][OH:21].[CH3:22][c:23]1[cH:24][cH:25][cH:26][cH:27][cH:28]1.[Na:19].[OH2:17].[SH2:18]>>[CH3:1][S:2](=[O:3])(=[O:4])[c:5]1[cH:6][c:7]([N+:14](=[O:15])[O-:16])[cH:8][c:9]([NH2:11])[cH:10]1. The reactants are ClCCC(OCC)OCC (1-chloro-3,3-diethoxypropane), Cl.FC1=CC=C(C=C1)C(=O)C1CCNCC1 ((4-fluorophenyl) (4-piperidinyl)methanone hydrochloride), C([O-])([O-])=O.[Na+].[Na+] (sodium carbonate), CC(CC(C)=O)C (4-methyl-2-pentanone). Solvent: O (water). Yields the product C(C)OC(CCN1CCC(CC1)C(=O)C1=CC=C(C=C1)F)OCC ([1-(3,3-diethoxypropyl)-4-piperidinyl] (4-fluorophenyl)methanone). The yield is 53.0%. Reaction SMILES: Cl[CH2:2][CH2:3][CH:4]([O:8][CH2:9][CH3:10])[O:5][CH2:6][CH3:7].Cl.[F:12][C:13]1[CH:18]=[CH:17][C:16]([C:19]([CH:21]2[CH2:26][CH2:25][NH:24][CH2:23][CH2:22]2)=[O:20])=[CH:15][CH:14]=1.C(=O)([O-])[O-].[Na+].[Na+].CC(C)CC(=O)C>O>[CH2:6]([O:5][CH:4]([O:8][CH2:9][CH3:10])[CH2:3][CH2:2][N:24]1[CH2:25][CH2:26][CH:21]([C:19]([C:16]2[CH:15]=[CH:14][C:13]([F:12])=[CH:18][CH:17]=2)=[O:20])[CH2:22][CH2:23]1)[CH3:7] |f:1.2,3.4.5|. Reported procedure: A mixture of 4.5 parts of 1-chloro-3,3-diethoxypropane, 12.15 parts of (4-fluorophenyl) (4-piperidinyl)methanone hydrochloride, 10.6 parts of sodium carbonate and 120 parts of 4-methyl-2-pentanone is stirred and refluxed overnight. The reaction mixture is cooled, water is added and the layers are separated. The organic phase is dried, filtered and evaporated. The residue is purified by column-chromatography over silica gel using a mixture of trichloromethane and methanol (95:5 by volume) as elue...